From a dataset of the Open Reaction Database (ORD), a public repository of structured organic reaction records. describe an organic reaction: reactants, conditions, products, and yield The reactants are BrCCCOC=1C=C(C=CC1)C1=NOC2=C1SC=C2 (3-[3-(3-bromo-propoxy)-phenyl]-thieno[2,3-d]isoxazole), C([O-])([O-])=O.[K+].[K+] (potassium carbonate), COC=1C=C(CN)C=CC1 (3-methoxybenzylamine). Solvent: C(C)#N (acetonitrile). Product: COC=1C=C(CNCCCOC2=CC(=CC=C2)C2=NOC3=C2SC=C3)C=CC1 ((3-methoxy-benzyl)-[3-(3-thieno[2,3-d]isoxazol-3-yl-phenoxy)-propyl]-amine). Reaction SMILES: Br[CH2:2][CH2:3][CH2:4][O:5][C:6]1[CH:7]=[C:8]([C:12]2[C:16]3[S:17][CH:18]=[CH:19][C:15]=3[O:14][N:13]=2)[CH:9]=[CH:10][CH:11]=1.C(=O)([O-])[O-].[K+].[K+].[CH3:26][O:27][C:28]1[CH:29]=[C:30]([CH:33]=[CH:34][CH:35]=1)[CH2:31][NH2:32]>C(#N)C>[CH3:26][O:27][C:28]1[CH:29]=[C:30]([CH:33]=[CH:34][CH:35]=1)[CH2:31][NH:32][CH2:2][CH2:3][CH2:4][O:5][C:6]1[CH:11]=[CH:10][CH:9]=[C:8]([C:12]2[C:16]3[S:17][CH:18]=[CH:19][C:15]=3[O:14][N:13]=2)[CH:7]=1 |f:1.2.3|. Procedure: The title compound is prepared from 3-[3-(3-bromo-propoxy)-phenyl]-thieno[2,3-d]isoxazole, potassium carbonate, 3-methoxybenzylamine and acetonitrile essentially as described above in example 48. Purity by LC/MS (APCI)=93%, [M+H]+=395. Starting materials: [Sn](Cl)Cl (tin (II) chloride), [N+](=O)([O-])C1=CC2=CC(=CC=C2C=C1)[N+](=O)[O-] (2,7-dinitronaphthalene), [OH-].[Na+] (NaOH). Solvent: C(C)O (ethanol). Yields the product C1=C(C=CC2=CC=C(C=C12)N)N (naphthalene-2,7-diamine). As a reaction SMILES: [N+:1]([C:4]1[CH:13]=[CH:12][C:11]2[C:6](=[CH:7][C:8]([N+:14]([O-])=O)=[CH:9][CH:10]=2)[CH:5]=1)([O-])=O.[Sn](Cl)Cl.[OH-].[Na+]>C(O)C>[CH:5]1[C:6]2[C:11](=[CH:10][CH:9]=[C:8]([NH2:14])[CH:7]=2)[CH:12]=[CH:13][C:4]=1[NH2:1] |f:2.3|. Reported procedure: To 1.39 g (6.37 mmol) of 2,7-dinitronaphthalene (124) was added 25 mL of concentrated HCA and 15 mL of ethanol. Then, 9.6 g (50.9 mmol) of tin (II) chloride was added and the reaction was heated at 78 C for 24 hours. The reaction was made basic with NaOH and extracted with ethyl acetate. The ethyl acetate layer was dried (MgSO4), filtered, and the volatiles removed by rotary evaporation. The product was purified by silica gel column chromatography eluting with 1% methanol in dichloromethane. Thi... RXN SMILES: [C:1]([O:2][CH:4]([CH3:5])[CH3:6])(=[O:7])[CH:8]([OH:3])[CH:9]([C:10]([O:11][CH:12]([CH3:13])[CH3:14])=[O:15])[OH:16].[C:25]([O:26][OH:27])([CH3:28])([CH3:29])[CH3:30].[CH2:17]([CH:18]=[CH:19][CH2:20][CH2:21][CH2:22][CH3:23])[OH:24].[CH3:41][CH:42]([CH3:43])[O-:44].[CH3:45][CH:46]([CH3:47])[O-:48].[CH3:49][CH:50]([CH3:51])[O-:52].[CH3:53][CH:54]([CH3:55])[O-:56].[CH3:82][c:83]1[cH:84][cH:85][cH:86][cH:87][cH:88]1.[Cl:89][CH2:90][Cl:91].[Fe+3:70].[Fe+3:81].[OH2:58].[OH2:59].[OH2:60].[OH2:61].[OH2:62].[OH2:63].[OH2:64].[OH:31][CH:32]([C:33](=[O:34])[OH:35])[CH:36]([C:37](=[O:38])[OH:39])[OH:40].[S:65]([O-:66])([O-:67])(=[O:68])=[O:69].[S:71]([O-:72])([O-:73])(=[O:74])=[O:75].[S:76]([O-:77])([O-:78])(=[O:79])=[O:80].[Ti+4:57]>>[O:3]1[CH:18]([CH2:17][OH:24])[CH:19]1[CH2:20][CH2:21][CH2:22][CH3:23]. The product is CCCCC1OC1CO. Reactants: CC(C)OC(=O)C(O)C(O)C(=O)OC(C)C, CC(C)(C)OO, CCCCC=CCO, CC(C)[O-], CC(C)[O-], CC(C)[O-], CC(C)[O-], Cc1ccccc1, ClCCl, [Fe+3], [Fe+3], O, O, O, O, O, O, O, O=C(O)C(O)C(O)C(=O)O, O=S(=O)([O-])[O-], O=S(=O)([O-])[O-], O=S(=O)([O-])[O-], [Ti+4].